From a dataset of the Open Reaction Database (ORD), a public repository of structured organic reaction records. describe an organic reaction: reactants, conditions, products, and yield Reactants: CCCCO, CN1CC(CCCl)OC1=O, Fc1ccc(N2CCNCC2)cc1, [I-], [K+], [Na+], [Na+], O=C([O-])[O-]. The product is CN1CC(CCN2CCN(c3ccc(F)cc3)CC2)OC1=O. RXN SMILES: [CH2:32]([OH:33])[CH2:34][CH2:35][CH3:36].[Cl:14][CH2:15][CH2:16][CH:17]1[CH2:18][N:19]([CH3:23])[C:20](=[O:22])[O:21]1.[F:1][c:2]1[cH:3][cH:4][c:5]([N:8]2[CH2:9][CH2:10][NH:11][CH2:12][CH2:13]2)[cH:6][cH:7]1.[I-:31].[K+:30].[Na+:24].[Na+:25].[O-:26][C:27](=[O:28])[O-:29]>>[F:1][c:2]1[cH:3][cH:4][c:5]([N:8]2[CH2:9][CH2:10][N:11]([CH2:15][CH2:16][CH:17]3[CH2:18][N:19]([CH3:23])[C:20](=[O:22])[O:21]3)[CH2:12][CH2:13]2)[cH:6][cH:7]1. Reactants: Cl, O=N[O-], CCCCn1c(N)cc(=O)[nH]c1=O, [NH4+], [Na+], [OH-]. Reaction SMILES: [ClH:14].[N:15](=[O:16])[O-:17].[NH2:1][c:2]1[cH:3][c:4](=[O:13])[nH:5][c:6](=[O:12])[n:7]1[CH2:8][CH2:9][CH2:10][CH3:11].[NH4+:19].[Na+:18].[OH-:20]>>[NH2:1][c:2]1[c:3]([N:15]=[O:16])[c:4](=[O:13])[nH:5][c:6](=[O:12])[n:7]1[CH2:8][CH2:9][CH2:10][CH3:11]. Yields the product CCCCn1c(N)c(N=O)c(=O)[nH]c1=O. Starting materials: BrB(Br)Br, ClCCl, COc1ccc2ncn(-c3cc(C(=O)NC4CC4)ccc3C)c(=O)c2c1. Yields the product Cc1ccc(C(=O)NC2CC2)cc1-n1cnc2ccc(O)cc2c1=O. Reaction SMILES: [B:27]([Br:28])([Br:29])[Br:30].[CH2:31]([Cl:32])[Cl:33].[CH:1]1([NH:4][C:5]([c:6]2[cH:7][c:8](-[n:13]3[cH:14][n:15][c:16]4[cH:17][cH:18][c:19]([O:24][CH3:25])[cH:20][c:21]4[c:22]3=[O:23])[c:9]([CH3:12])[cH:10][cH:11]2)=[O:26])[CH2:2][CH2:3]1>>[CH:1]1([NH:4][C:5]([c:6]2[cH:7][c:8](-[n:13]3[cH:14][n:15][c:16]4[cH:17][cH:18][c:19]([OH:24])[cH:20][c:21]4[c:22]3=[O:23])[c:9]([CH3:12])[cH:10][cH:11]2)=[O:26])[CH2:2][CH2:3]1. The reactants are O=C(Cl)OCc1ccccc1, ClCCl, COCCN1CCN(c2ccc(N)cc2F)CC1=O, c1ccncc1. Product: COCCN1CCN(c2ccc(NC(=O)OCc3ccccc3)cc2F)CC1=O. Reaction SMILES: [Cl:26][C:27](=[O:28])[O:29][CH2:30][c:31]1[cH:32][cH:33][cH:34][cH:35][cH:36]1.[Cl:37][CH2:38][Cl:39].[NH2:1][c:2]1[cH:3][cH:4][c:5]([N:9]2[CH2:10][C:11](=[O:19])[N:12]([CH2:15][CH2:16][O:17][CH3:18])[CH2:13][CH2:14]2)[c:6]([F:8])[cH:7]1.[cH:20]1[cH:21][cH:22][n:23][cH:24][cH:25]1>>[NH:1]([c:2]1[cH:3][cH:4][c:5]([N:9]2[CH2:10][C:11](=[O:19])[N:12]([CH2:15][CH2:16][O:17][CH3:18])[CH2:13][CH2:14]2)[c:6]([F:8])[cH:7]1)[C:27](=[O:28])[O:29][CH2:30][c:31]1[cH:32][cH:33][cH:34][cH:35][cH:36]1.